describe an organic reaction: reactants, conditions, products, and yield From a dataset of the Open Reaction Database (ORD), a public repository of structured organic reaction records. Starting materials: C(#N)C1CCN(CC1)C(=O)N1CC(CC(C1)C1=CC=C(C=C1)C(F)(F)F)C(=O)O (1-[(4-Cyanopiperidin-1-yl)carbonyl]-5-[4-(trifluoromethyl)phenyl]piperidine-3-carboxylic acid), FC1=C(C=CC=C1)C(N)=NO (2-fluoro-N′-hydroxybenzenecarboximidamide). Yields the product FC1=C(C=CC=C1)C1=NOC(=N1)C1CN(CC(C1)C1=CC=C(C=C1)C(F)(F)F)C(=O)N1CCC(CC1)C#N (1-({3-[3-(2-Fluorophenyl)-1,2,4-oxadiazol-5-yl]-5-[4-(trifluoromethyl)phenyl]piperidin-1-yl}-carbonyl)piperidine-4-carbonitrile). Reaction SMILES: [C:1]([CH:3]1[CH2:8][CH2:7][N:6]([C:9]([N:11]2[CH2:16][CH:15]([C:17]3[CH:22]=[CH:21][C:20]([C:23]([F:26])([F:25])[F:24])=[CH:19][CH:18]=3)[CH2:14][CH:13]([C:27](O)=[O:28])[CH2:12]2)=[O:10])[CH2:5][CH2:4]1)#[N:2].[F:30][C:31]1[CH:36]=[CH:35][CH:34]=[CH:33][C:32]=1[C:37](=[N:39]O)[NH2:38]>>[F:30][C:31]1[CH:36]=[CH:35][CH:34]=[CH:33][C:32]=1[C:37]1[N:39]=[C:27]([CH:13]2[CH2:14][CH:15]([C:17]3[CH:18]=[CH:19][C:20]([C:23]([F:26])([F:24])[F:25])=[CH:21][CH:22]=3)[CH2:16][N:11]([C:9]([N:6]3[CH2:7][CH2:8][CH:3]([C:1]#[N:2])[CH2:4][CH2:5]3)=[O:10])[CH2:12]2)[O:28][N:38]=1. Procedure details: 100 mg (0.244 mmol) of 1-[(4-cyanopiperidin-1-yl)carbonyl]-5-[4-(trifluoromethyl)phenyl]piperidine-3-carboxylic acid (Example 100A) and 41.4 mg (0.269 mmol) of 2-fluoro-N′-hydroxybenzenecarboximidamide were reacted according to the General Method 1. Yield: 72.8 mg (55% of theory). The reactants are CN=C(NC=1SC=C(N1)CCCCNC(SC)=NC#N)N (2-(2-methylguanidino)-4-[4-(3-cyano-2-methylisothioureido)butyl]thiazole), CN (methylamine). Solvent: C(C)O (ethanol). Run at time 8 hour. Product: CN=C(NC=1SC=C(N1)CCCCNC(=NC#N)NC)N (2-(2-methylguanidino)-4-[4-(2-cyano-3-methylguanidino)butyl]thiazole). As a reaction SMILES: [CH3:1][N:2]=[C:3]([NH2:21])[NH:4][C:5]1[S:6][CH:7]=[C:8]([CH2:10][CH2:11][CH2:12][CH2:13][NH:14][C:15](=[N:18][C:19]#[N:20])SC)[N:9]=1.[CH3:22][NH2:23]>C(O)C>[CH3:1][N:2]=[C:3]([NH2:21])[NH:4][C:5]1[S:6][CH:7]=[C:8]([CH2:10][CH2:11][CH2:12][CH2:13][NH:14][C:15]([NH:23][CH3:22])=[N:18][C:19]#[N:20])[N:9]=1. Procedure: To a solution of 2-(2-methylguanidino)-4-[4-(3-cyano-2-methylisothioureido)butyl]thiazole (0.38 g.) in ethanol (10 ml.) was added 33% w/v ethanolic methylamine (40 ml.). The mixture was stirred overnight, evaporated to dryness and the residue triturated with water. The solid thus obtained was filtered and dried to give 2-(2-methylguanidino)-4-[4-(2-cyano-3-methylguanidino)butyl]thiazole, m.p. 119°-122° C.